From a dataset of the Open Reaction Database (ORD), a public repository of structured organic reaction records. describe an organic reaction: reactants, conditions, products, and yield Reactants: C(C)(=O)C=1C=CC(=C(C1)N=C1SC(C(N1CC1=CC=CC=C1)=O)=C1SC2=C(N1C)C=CC=C2)NCC (2-[5-acetyl-2-(ethylamino)phenylimino]-3-benzyl-5-(3-methyl-3H-benzothiazol-2-yl idene)thiazolidin-4-one), Cl.NO (hydroxylamine hydrochloride). The solvent is N1=CC=CC=C1 (pyridine). Conditions: temperature 80 celsius. The product is C(C1=CC=CC=C1)N1C(SC(C1=O)=C1SC2=C(N1C)C=CC=C2)=NC2=C(C=CC(=C2)C(C)=NO)NCC (3-benzyl-2-[2-ethylamino-5-(1-hydroxyiminoethyl)phenylimino]-5-(3-methyl-3H-benzothiazol-2-ylidene)thiazolidin-4-one). RXN SMILES: [C:1]([C:4]1[CH:5]=[CH:6][C:7]([NH:34][CH2:35][CH3:36])=[C:8]([N:10]=[C:11]2[N:15]([CH2:16][C:17]3[CH:22]=[CH:21][CH:20]=[CH:19][CH:18]=3)[C:14](=[O:23])[C:13](=[C:24]3[N:28]([CH3:29])[C:27]4[CH:30]=[CH:31][CH:32]=[CH:33][C:26]=4[S:25]3)[S:12]2)[CH:9]=1)(=O)[CH3:2].Cl.[NH2:38][OH:39]>N1C=CC=CC=1>[CH2:16]([N:15]1[C:14](=[O:23])[C:13](=[C:24]2[N:28]([CH3:29])[C:27]3[CH:30]=[CH:31][CH:32]=[CH:33][C:26]=3[S:25]2)[S:12][C:11]1=[N:10][C:8]1[CH:9]=[C:4]([C:1](=[N:38][OH:39])[CH3:2])[CH:5]=[CH:6][C:7]=1[NH:34][CH2:35][CH3:36])[C:17]1[CH:22]=[CH:21][CH:20]=[CH:19][CH:18]=1 |f:1.2|. Procedure: To the product of Example 38 was added hydroxylamine hydrochloride (2 equiv) and pyridine. The resulting mixture was heated at 80° C. for 24 h, cooled, concentrated and chromatographed (TEA-washed silica gel, 0–50% EtOAc/Hex) to give the title compound. 1H-NMR (DMSO-d6): δ 11.07 (1H, s), 7.88 (1H, s), 7.67 (2H, m), 7.53 (1H, d), 7.39 (2H, m), 7.21–7.33 (5H, m), 7.09–7.14 (1H, m), 5.05 (2H, s). 3.92 (2H, q), 3.27 (3H, s), 2.23 (3H, s), 1.03 (3H, t); MS(ESI): 530 (MH+).